This data is from the Open Reaction Database (ORD), a public repository of structured organic reaction records. The task is: describe an organic reaction: reactants, conditions, products, and yield Starting materials: COC1=CC=C(CN(C2=NC=C(C=N2)C=2C3=C(N=C(N2)N2CCOCC2)NCC3)CC3=CC=C(C=C3)OC)C=C1 (bis-(4-methoxy-benzyl)-[5-(2-morpholin-4-yl-6,7-dihydro-5H-pyrrolo[2,3-d]pyrimidin-4-yl)-pyrimidin-2-yl]-amine), C(C)(C)(C)OC(N(C1=CC(=CC=C1)Br)C(C)=O)=O (acetyl-(3-bromo-phenyl)-carbamic acid tert-butyl ester), BrC=1C=C(C=CC1)NC(C)=O (N-(3-bromo-phenyl)-acetamide), C(OC(C)(C)C)(OC(C)(C)C)=O (di-t butyl carbonate), COC(C1=CC=C(C=C1)Br)=O (4-bromobenzoic acid methyl ester). Reagents/catalysts: CN(C)C=1C=CN=CC1 (DMAP). The solvent is C(C)#N (acetonitrile). Product: C(C)(C)(C)OC(N(C1=CC(=CC=C1)N1CCC2=C1N=C(N=C2C=2C=NC(=NC2)N(CC2=CC=C(C=C2)OC)CC2=CC=C(C=C2)OC)N2CCOCC2)C(C)=O)=O (acetyl-[3-(4-{2-[bis-(4-methoxy-benzyl)-amino]-pyrimidin-5-yl}-2-morpholin-4-yl-5,6-dihydro-pyrrolo[2,3-d]pyrimidin-7-yl)-phenyl]-carbamic acid tert-butyl ester). RXN SMILES: [CH3:1][O:2][C:3]1[CH:40]=[CH:39][C:6]([CH2:7][N:8]([CH2:30][C:31]2[CH:36]=[CH:35][C:34]([O:37][CH3:38])=[CH:33][CH:32]=2)[C:9]2[N:14]=[CH:13][C:12]([C:15]3[C:16]4[CH2:29][CH2:28][NH:27][C:17]=4[N:18]=[C:19]([N:21]4[CH2:26][CH2:25][O:24][CH2:23][CH2:22]4)[N:20]=3)=[CH:11][N:10]=2)=[CH:5][CH:4]=1.[C:41]([O:45][C:46](=[O:58])[N:47]([C:55](=[O:57])[CH3:56])[C:48]1[CH:53]=[CH:52][CH:51]=[C:50](Br)[CH:49]=1)([CH3:44])([CH3:43])[CH3:42].BrC1C=C(NC(=O)C)C=CC=1.C(=O)(OC(C)(C)C)OC(C)(C)C.COC(=O)C1C=CC(Br)=CC=1>C(#N)C.CN(C1C=CN=CC=1)C>[C:41]([O:45][C:46](=[O:58])[N:47]([C:55](=[O:57])[CH3:56])[C:48]1[CH:49]=[CH:50][CH:51]=[C:52]([N:27]2[C:17]3[N:18]=[C:19]([N:21]4[CH2:26][CH2:25][O:24][CH2:23][CH2:22]4)[N:20]=[C:15]([C:12]4[CH:11]=[N:10][C:9]([N:8]([CH2:7][C:6]5[CH:5]=[CH:4][C:3]([O:2][CH3:1])=[CH:40][CH:39]=5)[CH2:30][C:31]5[CH:32]=[CH:33][C:34]([O:37][CH3:38])=[CH:35][CH:36]=5)=[N:14][CH:13]=4)[C:16]=3[CH2:29][CH2:28]2)[CH:53]=1)([CH3:44])([CH3:42])[CH3:43]. Reported procedure: From bis-(4-methoxy-benzyl)-[5-(2-morpholin-4-yl-6,7-dihydro-5H-pyrrolo[2,3-d]pyrimidin-4-yl)-pyrimidin-2-yl]-amine (81 mg) and acetyl-(3-bromo-phenyl)-carbamic acid tert-butyl ester (prepared from N-(3-bromo-phenyl)-acetamide and di-t butyl carbonate in acetonitrile in the presence of DMAP, 94 mg) instead of 4-bromobenzoic acid methyl ester in Example 1-D-08, in the same manner as Example 1-D-08, a crude product of acetyl-[3-(4-{2-[bis-(4-methoxy-benzyl)-amino]-pyrimidin-5-yl}-2-morpholin-4-yl-... Starting materials: [Cl-].[NH4+] (ammonium chloride), BrCC#CC (1-bromo-2-butyne), C([O-])([O-])=O.[K+].[K+] (potassium carbonate), C(C)(C)(C)OC(=O)N[C@H](C(=O)OC)CC1=CC=C(C=C1)O (methyl (S)-2-tert-butoxycarbonylamino-3-(4-hydroxy-phenyl)-propionate). The solvent is C(C)(=O)OCC (ethyl acetate), CN(C)C=O (DMF). Conditions: time 19 hour. The product is C(C)(C)(C)OC(=O)N[C@H](C(=O)OC)CC1=CC=C(C=C1)OCC#CC (methyl (S)-2-tert-butoxycarbonylamino-3-(4-but-2-ynyloxy-phenyl)-propionate). As a reaction SMILES: [C:1]([O:5][C:6]([NH:8][C@@H:9]([CH2:14][C:15]1[CH:20]=[CH:19][C:18]([OH:21])=[CH:17][CH:16]=1)[C:10]([O:12][CH3:13])=[O:11])=[O:7])([CH3:4])([CH3:3])[CH3:2].Br[CH2:23][C:24]#[C:25][CH3:26].C(=O)([O-])[O-].[K+].[K+].[Cl-].[NH4+]>CN(C=O)C.C(OCC)(=O)C>[C:1]([O:5][C:6]([NH:8][C@@H:9]([CH2:14][C:15]1[CH:20]=[CH:19][C:18]([O:21][CH2:23][C:24]#[C:25][CH3:26])=[CH:17][CH:16]=1)[C:10]([O:12][CH3:13])=[O:11])=[O:7])([CH3:4])([CH3:2])[CH3:3] |f:2.3.4,5.6|. Reported procedure: Under a nitrogen atmosphere, at room temperature, a commercially available reagent of methyl (S)-2-tert-butoxycarbonylamino-3-(4-hydroxy-phenyl)-propionate (199 g, 673 mmol) was dissolved in DMF (795 mL), and a commercially available reagent of 1-bromo-2-butyne (100 g, 752 mmol) and potassium carbonate (112 g, 807 mmol) were added. The mixture was stirred at room temperature for 19 hours. To the reaction solution were added a saturated aqueous solution of ammonium chloride and ethyl acetate and ...